This data is from the Open Reaction Database (ORD), a public repository of structured organic reaction records. The task is: describe an organic reaction: reactants, conditions, products, and yield Starting materials: OCCNC(=O)NC1=CC=C(C=C1)C=1N=C(C2=C(N1)CCNC2)N2[C@H](COCC2)C ((S)-1-(2-hydroxyethyl)-3-(4-(4-(3-methylmorpholino)-5,6,7,8-tetrahydropyrido[4,3-d]pyrimidin-2-yl)phenyl)urea), C[C@H]1COCCN1 (3S-3-methylmorpholine), OC(C(=O)O)(C)C (2-hydroxyisobutyric acid). Product: OC(C(=O)N1CC2=C(N=C(N=C2N2[C@H](COCC2)C)C2=CC=C(C=C2)NC(=O)NCCO)CC1)(C)C ((S)-1-(4-(6-(2-hydroxy-2-methylpropanoyl)-4-(3-methylmorpholino)-5,6,7,8-tetrahydropyrido[4,3-d]pyrimidin-2-yl)phenyl)-3-(2-hydroxyethyl)urea). RXN SMILES: [OH:1][CH2:2][CH2:3][NH:4][C:5]([NH:7][C:8]1[CH:13]=[CH:12][C:11]([C:14]2[N:15]=[C:16]([N:24]3[CH2:29][CH2:28][O:27][CH2:26][C@@H:25]3[CH3:30])[C:17]3[CH2:23][NH:22][CH2:21][CH2:20][C:18]=3[N:19]=2)=[CH:10][CH:9]=1)=[O:6].C[C@@H]1NCCOC1.[OH:38][C:39]([CH3:44])([CH3:43])[C:40](O)=[O:41]>>[OH:38][C:39]([CH3:44])([CH3:43])[C:40]([N:22]1[CH2:21][CH2:20][C:18]2[N:19]=[C:14]([C:11]3[CH:10]=[CH:9][C:8]([NH:7][C:5]([NH:4][CH2:3][CH2:2][OH:1])=[O:6])=[CH:13][CH:12]=3)[N:15]=[C:16]([N:24]3[CH2:29][CH2:28][O:27][CH2:26][C@@H:25]3[CH3:30])[C:17]=2[CH2:23]1)=[O:41]. Procedure: Compound hr was prepared generally following the procedures described in Examples 1, 27 and 30 and 147 except that (S)-1-(2-hydroxyethyl)-3-(4-(4-(3-methylmorpholino)-5,6,7,8-tetrahydropyrido[4,3-d]pyrimidin-2-yl)phenyl)urea was used instead of tert-butyl 2,4-dichloro-5H-pyrrolo[3,4-d]pyrimidine-6(7H)-carboxylate and 3S-3-methylmorpholine was used instead of morpholine in step 1 of Example 1. Additionally, 2-hydroxyisobutyric acid was used instead of oxazole-5-carboxylic acid in Example 147: LC/...